describe an organic reaction: reactants, conditions, products, and yield From a dataset of the Open Reaction Database (ORD), a public repository of structured organic reaction records. Starting materials: BrC(=C[C@@H]1N(CCC1)C(=O)OC(C)(C)C)Br (Tert-butyl (2R)-2-(2,2-dibromovinyl)pyrrolidine-1-carboxylate), BrC(=C[C@@H]1N(CCC1)C(=O)OC(C)(C)C)Br (Tert-butyl (2R)-2-(2,2-dibromovinyl)pyrrolidine-1-carboxylate), C(C)(CC)[Li] (sec-butyllithium), C1CCCCC1 (cyclohexane). Solvent: C1CCOC1 (THF). Run at temperature -78 celsius. The product is C(#C)[C@@H]1N(CCC1)C(=O)OC(C)(C)C (tert-buty (2R)-2-ethynylpyrrolidine-1-carboxylate). As a reaction SMILES: Br[C:2](Br)=[CH:3][C@H:4]1[CH2:8][CH2:7][CH2:6][N:5]1[C:9]([O:11][C:12]([CH3:15])([CH3:14])[CH3:13])=[O:10].C([Li])(CC)C.C1CCCCC1>C1COCC1>[C:3]([C@H:4]1[CH2:8][CH2:7][CH2:6][N:5]1[C:9]([O:11][C:12]([CH3:15])([CH3:14])[CH3:13])=[O:10])#[CH:2]. Reported procedure: Tert-butyl (2R)-2-(2,2-dibromovinyl)pyrrolidine-1-carboxylate (Intermediate XXXVIII, 8.1 g, 22.8 mmol) was dissolved in dry THF (200 mL) and cooled to −78° C. Then added sec-butyllithium 1.4M in cyclohexane (32.6 mL, 45.6 mmol) over 30 minutes and continued mixing an additional 30 minutes before quenching with 20% ammonium chloride solution (200 mL). The mixture was warmed to rt and diluted with ethyl ether (200 mL). The organic phase was separated, washed with brine, dried in vacuo and purified... Reported procedure: Toluene-4-sulfonic acid (2R)-7-amino-8-(hydroximino-methyl)-2,3-dihydro-1,4-benzodioxin-2-ylmethyl ester (1.0 g, 2.6 mmole) was suspended in triethyl orthoacetate (20 mL) and the mixture refluxed under nitrogen for two hours. The reaction mixture was cooled, and the solvent evaporated under vacuum. The crude residue (1.5 g) was dissolved in a mixture of THF/DMF 1:1 v/v (25 mL) and 3-(1,2,3,6-tetrahydro-4-pyridinyl)1H-indol (1.5 g, 7.5 mmole) and sodium bicarbonate (1.5 g) added. The mixture was ... Yields the product N1C=C(C2=CC=CC=C12)C=1CCN(CC1)CC1COC=2C(=C3C=[N+](C(=NC3=CC2)C)[O-])O1 (2-[(4-(1H-Indol-3-yl)-3,6-dihydropyridin-1(2H)-yl)methyl]-8-methyl-2,3-dihydro[1,4]dioxino[2,3-f]quinazoline 9-oxide). Solvent: C1CCOC1.CN(C)C=O (THF DMF). Starting materials: NC=1C=CC2=C(O[C@H](CO2)COS(=O)(=O)C2=CC=C(C=C2)C)C1C=NO (Toluene-4-sulfonic acid (2R)-7-amino-8-(hydroximino-methyl)-2,3-dihydro-1,4-benzodioxin-2-ylmethyl ester), C(C)(OCC)(OCC)OCC (triethyl orthoacetate), crude residue, N1CCC(=CC1)C1=CNC2=CC=CC=C12 (3-(1,2,3,6-tetrahydro-4-pyridinyl)1H-indol), C([O-])(O)=O.[Na+] (sodium bicarbonate). As a reaction SMILES: [NH2:1][C:2]1[CH:3]=[CH:4][C:5]2[O:10][CH2:9][C@H:8]([CH2:11]OS(C3C=CC(C)=CC=3)(=O)=O)[O:7][C:6]=2[C:23]=1[CH:24]=[N:25][OH:26].[NH:27]1[CH2:32][CH:31]=[C:30]([C:33]2[C:41]3[C:36](=[CH:37][CH:38]=[CH:39][CH:40]=3)[NH:35][CH:34]=2)[CH2:29][CH2:28]1.C(=O)(O)[O-].[Na+].[C:47](OCC)(OCC)(OCC)[CH3:48]>C1COCC1.CN(C=O)C>[NH:35]1[C:36]2[C:41](=[CH:40][CH:39]=[CH:38][CH:37]=2)[C:33]([C:30]2[CH2:29][CH2:28][N:27]([CH2:11][CH:8]3[O:7][C:6]4=[C:23]5[C:2](=[CH:3][CH:4]=[C:5]4[O:10][CH2:9]3)[N:1]=[C:47]([CH3:48])[N+:25]([O-:26])=[CH:24]5)[CH2:32][CH:31]=2)=[CH:34]1 |f:2.3,5.6|. Starting materials: aqueous solution, [OH-].[Na+] (sodium hydroxide), C(C1=CC=CC=C1)OC1=C(C(=O)OC)C=CC(=C1)N1C=NC=C1 (methyl 2-(benzyloxy)-4-(1H-imidazol-1-yl)benzoate), Cl (hydrochloric acid). Run in O1CCOCC1 (dioxane), CO (methanol). Run at time 3 hour. The product is Cl.C(C1=CC=CC=C1)OC1=C(C(=O)O)C=CC(=C1)N1C=NC=C1 (2-(benzyloxy)-4-(1H-imidazol-1-yl)benzoic acid hydrochloride). Reaction SMILES: [OH-].[Na+].[CH2:3]([O:10][C:11]1[CH:20]=[C:19]([N:21]2[CH:25]=[CH:24][N:23]=[CH:22]2)[CH:18]=[CH:17][C:12]=1[C:13]([O:15]C)=[O:14])[C:4]1[CH:9]=[CH:8][CH:7]=[CH:6][CH:5]=1.[ClH:26]>O1CCOCC1.CO>[ClH:26].[CH2:3]([O:10][C:11]1[CH:20]=[C:19]([N:21]2[CH:25]=[CH:24][N:23]=[CH:22]2)[CH:18]=[CH:17][C:12]=1[C:13]([OH:15])=[O:14])[C:4]1[CH:5]=[CH:6][CH:7]=[CH:8][CH:9]=1 |f:0.1,6.7|. Procedure details: A 2 mol/L aqueous solution of sodium hydroxide (0.63 mL) was added to a solution mixture of the obtained methyl 2-(benzyloxy)-4-(1H-imidazol-1-yl)benzoate (0.13 g) in dioxane (0.65 mL) and methanol (0.65 mL), followed by stiffing at room temperature for 3 hours. Under ice-cooling, 6 mol/L hydrochloric acid (0.21 mL) was added to the reaction mixture, and the solvent was evaporated under reduced pressure. Water was added to the obtained residue, and the solid substance was collected by filtration... Starting materials: FC(C(NC1=NC=CN=C1)=NO)(F)F (2,2,2-Trifluoro-N′-hydroxy-N-pyrazin-2-ylethanimidamide), [OH-].[NH4+] (ammonium hydroxide). The solvent is polyphosphoric acid. Conditions: temperature 150 celsius, time 18 hour. The product is FC(C1=NN2C(C=NC=C2)=N1)(F)F (2-(Trifluoromethyl)[1,2,4]triazolo[1,5-α]pyrazine). RXN SMILES: [F:1][C:2]([F:14])([F:13])[C:3](=[N:11]O)[NH:4][C:5]1[CH:10]=[N:9][CH:8]=[CH:7][N:6]=1.[OH-].[NH4+]>>[F:1][C:2]([F:14])([F:13])[C:3]1[N:4]=[C:5]2[CH:10]=[N:9][CH:8]=[CH:7][N:6]2[N:11]=1 |f:1.2|. Procedure details: A mixture of 2,2,2-trifluoro-N′-hydroxy-N-pyrazin-2-ylethanimidamide (10.5 g, 50.97 mmol, from Step B) and polyphosphoric acid (80 mL) was heated to 150° C. with stirring for 18 h. The solution was added to ice and neutralized by addition of ammonium hydroxide. The dark aqueous solution was extracted three times with ethyl acetate, washed with brine, and dried over anhydrous magnesium sulfate. Concentration followed by flash chromatography (50% then 100% ethyl acetate/hexane) afforded the title ... Product: C1(=CC=CC=C1)CCS(=O)(=O)N1CCC(CC1)CNC(=O)C=1C=NC(=NC1)N (2-Amino-pyrimidine-5-carboxylic acid [1-(2-phenyl-ethanesulfonyl)-piperidin-4-ylmethyl]-amide). RXN SMILES: C(OC(=O)[NH:7][C:8]1[N:13]=[CH:12][C:11]([C:14](=[O:34])[NH:15][CH2:16][CH:17]2[CH2:22][CH2:21][N:20]([S:23]([CH2:26][CH2:27][C:28]3[CH:33]=[CH:32][CH:31]=[CH:30][CH:29]=3)(=[O:25])=[O:24])[CH2:19][CH2:18]2)=[CH:10][N:9]=1)(C)(C)C>Cl.O1CCOCC1>[C:28]1([CH2:27][CH2:26][S:23]([N:20]2[CH2:21][CH2:22][CH:17]([CH2:16][NH:15][C:14]([C:11]3[CH:12]=[N:13][C:8]([NH2:7])=[N:9][CH:10]=3)=[O:34])[CH2:18][CH2:19]2)(=[O:25])=[O:24])[CH:29]=[CH:30][CH:31]=[CH:32][CH:33]=1. Reported procedure: 2-Amino-pyrimidine-5-carboxylic acid [1-(2-phenyl-ethanesulfonyl)-piperidin-4-ylmethyl]-amide was prepared from (5-{[1-(2-phenyl-ethanesulfonyl)-piperidin-4-ylmethyl]-carbamoyl}-pyrimidin-2-yl)-carbamic acid tert-butyl ester by stirring at rt for 3 h in 4N HCl in dioxane. The product was precipitated as the hydrochloride salt by dilution with ether and filtration. The solvent is Cl (HCl), O1CCOCC1 (dioxane). Reactants: C(C)(C)(C)OC(NC1=NC=C(C=N1)C(NCC1CCN(CC1)S(=O)(=O)CCC1=CC=CC=C1)=O)=O ((5-{[1-(2-phenyl-ethanesulfonyl)-piperidin-4-ylmethyl]-carbamoyl}-pyrimidin-2-yl)-carbamic acid tert-butyl ester). The reactants are S(=O)(=O)(O)O.ClC1=CC=C(C=C1)C1=CCCNC12CCCCC2 (5-(4-chlorophenyl)-1-azaspiro[5.5]undec-4-ene sulphate). Run in [OH-].[Na+] (sodium hydroxide). Yields the product Cl.ClC1=CC=C(C=C1)C1=CCCNC12CCCCC2 (5-(4-chlorophenyl)-1-azaspiro[5.5]undec-4-ene hydrochloride). Procedure: A suspension of 5-(4-chlorophenyl)-1-azaspiro[5.5]undec-4-ene sulphate (13 g prepared in a similar manner to that described in Example 5) in 1M aqueous sodium hydroxide solution (200 ml) was stirred at ambient temperature for 1 hour, then the free base was extracted into ether (3×150 ml). The extracts were combined, dried over magnesium sulphate, concentrated to a volume of 150 ml, and filtered. The filtrate was cooled in ice and saturated with hydrogen chloride. The resulting solid was collecte... Reaction conditions: time 1 hour. As a reaction SMILES: S(O)(O)(=O)=O.[Cl:6][C:7]1[CH:12]=[CH:11][C:10]([C:13]2[C:18]3([CH2:23][CH2:22][CH2:21][CH2:20][CH2:19]3)[NH:17][CH2:16][CH2:15][CH:14]=2)=[CH:9][CH:8]=1>[OH-].[Na+]>[ClH:6].[Cl:6][C:7]1[CH:12]=[CH:11][C:10]([C:13]2[C:18]3([CH2:19][CH2:20][CH2:21][CH2:22][CH2:23]3)[NH:17][CH2:16][CH2:15][CH:14]=2)=[CH:9][CH:8]=1 |f:0.1,2.3,4.5|. The reactants are mercaptan, C1(=CC=CC=C1)O (phenol), mercaptan, C(C)S (ethyl mercaptan), CC(=O)C (acetone), CC(=O)C (acetone), C1(=CC=CC=C1)O (phenol), C1(=CC=CC=C1)O (phenol), CC(=O)C (acetone), C(=C)C1=C(C=CC=C1)C=C.C=CC1=CC=CC=C1 (styrene-divinylbenzene), C(=C)C1=C(C=CC=C1)C=C.C=CC1=CC=CC=C1 (styrene-divinylbenzene). Product: CC(C)(C1=CC=C(C=C1)O)C2=CC=C(C=C2)O (4,4'-bisphenol-A). As a reaction SMILES: [C:1]1([OH:7])[CH:6]=[CH:5][CH:4]=[CH:3][CH:2]=1.C(S)C.[CH:11]([C:13]1[CH:18]=CC=[CH:15][C:14]=1[CH:19]=C)=C.C=CC1C=CC=CC=1.[CH3:29][C:30]([CH3:32])=[O:31]>>[CH3:15][C:14]([C:13]1[CH:18]=[CH:32][C:30]([OH:31])=[CH:29][CH:11]=1)([C:4]1[CH:5]=[CH:6][C:1]([OH:7])=[CH:2][CH:3]=1)[CH3:19] |f:2.3|. Reported procedure: Referring now to the drawing, a stoichiometric excess of phenol, acetone, and a mercaptan reaction promoter such as ethyl mercaptan, are fed to a reactor 12 that is maintained at a temperature of, for instance 55°-80° C, and which contains an acid catalyst such as sulfonated styrene-divinylbenzene ion exchange resin. Alternatively, a mercaptan reaction promoter can be combined with an acid catalyst such as sulfonated styrene-divinylbenzene ion exchange resin in the reactor as disclosed, for exam... Starting materials: C1(=CC=C(C=C1)C(=O)N1[C@@H](CC(C1)=NOC)C(N)=NO)C1=CC=CC=C1 ((2S,4EZ)-1-([1,1′-biphenyl]-4-ylcarbonyl)-N′-hydroxy-4-(methoxyimino)-2-pyrrolidinecarboximidamide), C1(=CC=C(C=C1)C(=O)N1[C@@H](CC(C1)=NOC)C(N)=NO)C1=CC=CC=C1 ((2S,4EZ)-1-([1,1′-biphenyl]-4-ylcarbonyl)-N′-hydroxy-4-(methoxyimino)-2-pyrrolidinecarboximidamide), CN1CCC(CC1)C(=O)O (1-methyl-4-piperidinecarboxylic acid). Product: CON=C1CN([C@@H](C1)C1=NOC(=N1)C1CCN(CC1)C)C(=O)C1=CC=C(C=C1)C1=CC=CC=C1 ((3EZ,5S)-1-([1,1′-biphenyl]-4-ylcarbonyl)-5-[5-(1-methyl-4-piperidinyl)-1,2,4-oxadiazol-3-yl]-3-pyrrolidinone O-methyloxime). Yield: 85.0%. Reaction SMILES: [C:1]1([C:21]2[CH:26]=[CH:25][CH:24]=[CH:23][CH:22]=2)[CH:6]=[CH:5][C:4]([C:7]([N:9]2[CH2:13][C:12](=[N:14][O:15][CH3:16])[CH2:11][C@H:10]2[C:17](=[N:19][OH:20])[NH2:18])=[O:8])=[CH:3][CH:2]=1.[CH3:27][N:28]1[CH2:33][CH2:32][CH:31]([C:34](O)=O)[CH2:30][CH2:29]1>>[CH3:16][O:15][N:14]=[C:12]1[CH2:11][C@@H:10]([C:17]2[N:18]=[C:34]([CH:31]3[CH2:32][CH2:33][N:28]([CH3:27])[CH2:29][CH2:30]3)[O:20][N:19]=2)[N:9]([C:7]([C:4]2[CH:3]=[CH:2][C:1]([C:21]3[CH:26]=[CH:25][CH:24]=[CH:23][CH:22]=3)=[CH:6][CH:5]=2)=[O:8])[CH2:13]1. Procedure: Following the general method as outlined in Example 15, starting from (2S,4EZ)-1-([1,1′-biphenyl]-4-ylcarbonyl)-1-hydroxy-4-(methoxyimino)-2-pyrrolidinecarboximidamide (Intermediate 8) and 1-methyl-4-piperidinecarboxylic acid, the title compound was obtained in 85% yield (96.9% purity by HPLC).